This data is from the Open Reaction Database (ORD), a public repository of structured organic reaction records. The task is: describe an organic reaction: reactants, conditions, products, and yield Starting materials: P(=O)(Cl)(Cl)Cl (Phosphorus oxychloride), B2, ice water, ClC1=C(N=C(NC1=O)C1CC1)C(=O)O (5-chloro-2-cyclopropyl-1,6-dihydro-6-oxo-4-pyrimidinecarboxylic acid), ClC1=C(N=C(NC1=O)C1CC1)C(=O)O (5-chloro-2-cyclopropyl-1,6-dihydro-6-oxo-4-pyrimidine-carboxylic acid), N (ammonia). Solvent: C(C)#N (acetonitrile). Conditions: temperature 85 celsius. The product is ClC=1C(=NC(=NC1Cl)C1CC1)C(=O)O (5,6-dichloro-2-cyclopropyl-4-pyrimidinecarboxylic acid). As a reaction SMILES: P(Cl)(Cl)([Cl:3])=O.[Cl:6][C:7]1[C:12](=O)[NH:11][C:10]([CH:14]2[CH2:16][CH2:15]2)=[N:9][C:8]=1[C:17]([OH:19])=[O:18].N>C(#N)C>[Cl:6][C:7]1[C:8]([C:17]([OH:19])=[O:18])=[N:9][C:10]([CH:14]2[CH2:16][CH2:15]2)=[N:11][C:12]=1[Cl:3]. Procedure details: Phosphorus oxychloride (14 mL, 23 g, 0.15 mol) and 5-chloro-2-cyclopropyl-1,6-dihydro-6-oxo-4-pyrimidinecarboxylic acid (i.e. the product of Step B1 or B2) (75 g, 300 mmol) were combined and heated at 85° C. for 3 h. The reaction mixture was cooled to 30° C. and added over 30 minutes to a mixture of acetonitrile (50 mL) and ice water (80 mL), with the temperature maintained at 5-10° C. and the pH maintained in the range 1-3 by co-feeding aqueous ammonia (28%). The pH was adjusted to about 2, the...